describe an organic reaction: reactants, conditions, products, and yield From a dataset of the Open Reaction Database (ORD), a public repository of structured organic reaction records. Starting materials: O=S(Cl)Cl (SOCl2), [N+](=O)([O-])C=1C=C(C(=O)O)C=C(C1)C(F)(F)F (3-nitro-5-(trifluoromethyl)benzoic acid), CC(OCC)=O (EA). Run in C(Cl)Cl (DCM). Reaction conditions: temperature 20 celsius, time 2 hour. Product: [N+](=O)([O-])C=1C=C(C(=O)Cl)C=C(C1)C(F)(F)F (3-nitro-5-(trifluoromethyl)benzoyl chloride). Yield: 76.4%. As a reaction SMILES: [N+:1]([C:4]1[CH:5]=[C:6]([CH:10]=[C:11]([C:13]([F:16])([F:15])[F:14])[CH:12]=1)[C:7](O)=[O:8])([O-:3])=[O:2].O=S(Cl)[Cl:19].CC(=O)OCC>C(Cl)Cl>[N+:1]([C:4]1[CH:5]=[C:6]([CH:10]=[C:11]([C:13]([F:16])([F:15])[F:14])[CH:12]=1)[C:7]([Cl:19])=[O:8])([O-:3])=[O:2]. Reported procedure: A mixture of 3-nitro-5-(trifluoromethyl)benzoic acid (2 g, 8.51 mmol) in DCM (30 mL) was added SOCl2 (1.242 mL, 17.01 mmol) at 20° C. The mixture was stirred at 20° C. for 2 h. TLC (PE/EA=2:1, Rf=0.3) showed the reaction was finished. The mixture was concentrated to give 3-nitro-5-(trifluoromethyl)benzoyl chloride (1.8 g, 6.50 mmol, 76% yield). The reactants are C(C)C1=NC(=CC(=C1)C(=O)NNC(=O)C=1SC(=C2C1CCC(C2)(C)C)CC)C (3-ethyl-5,5-dimethyl-4,5,6,7-tetrahydro-benzo[c]thiophene-1-carboxylic acid N′-(2-ethyl-6-methyl-pyridine-4-carbonyl)-hydrazide), CC[N+](CC)(CC)S(=O)(=O)N=C([O-])OC (Burgess Reagent). Run in C1CCOC1 (THF), CC(OCC)=O (EA). Conditions: temperature 110 celsius. Product: C(C)C1=NC(=CC(=C1)C=1OC(=NN1)C=1SC(=C2C1CCC(C2)(C)C)CC)C (2-ethyl-4-[5-(3-ethyl-5,5-dimethyl-4,5,6,7-tetrahydro-benzo[c]thiophen-1-yl)-[1,3,4]oxadiazol-2-yl]-6-methyl-pyridine). The yield is 28.9%. RXN SMILES: [CH2:1]([C:3]1[CH:8]=[C:7]([C:9]([NH:11][NH:12][C:13]([C:15]2[S:16][C:17]([CH2:26][CH3:27])=[C:18]3[CH2:23][C:22]([CH3:25])([CH3:24])[CH2:21][CH2:20][C:19]=23)=O)=[O:10])[CH:6]=[C:5]([CH3:28])[N:4]=1)[CH3:2].CC[N+](S(N=C(OC)[O-])(=O)=O)(CC)CC>C1COCC1.CC(=O)OCC>[CH2:1]([C:3]1[CH:8]=[C:7]([C:9]2[O:10][C:13]([C:15]3[S:16][C:17]([CH2:26][CH3:27])=[C:18]4[CH2:23][C:22]([CH3:25])([CH3:24])[CH2:21][CH2:20][C:19]=34)=[N:12][N:11]=2)[CH:6]=[C:5]([CH3:28])[N:4]=1)[CH3:2]. Reported procedure: A mixture of crude 3-ethyl-5,5-dimethyl-4,5,6,7-tetrahydro-benzo[c]thiophene-1-carboxylic acid N′-(2-ethyl-6-methyl-pyridine-4-carbonyl)-hydrazide (289 mg, ca. 0.48 mmol) and Burgess Reagent (367 mg, 1.6 mmol) in THF (5 mL) is heated at 110° C. for 3 min in a microwave oven. The mixture is diluted with EA (50 mL) and extracted with 1M aq. NaOH (2×10 mL). The organic phase is dried (MgSO4), filtered and evaporated. The residue is purified by HPLC to give 2-ethyl-4-[5-(3-ethyl-5,5-dimethyl-4,5,6,7...